This data is from the Open Reaction Database (ORD), a public repository of structured organic reaction records. The task is: describe an organic reaction: reactants, conditions, products, and yield Starting materials: O=C(Cl)c1ccccc1, C=CCOC(=O)NC(Cc1cc(C2CCCN2)no1)C(=O)OCC, CCOC(C)=O, ClCCl, Cl, c1ccncc1. The product is C=CCOC(=O)NC(Cc1cc(C2CCCN2C(=O)c2ccccc2)no1)C(=O)OCC. Reaction SMILES: [C:1]([c:2]1[cH:3][cH:4][cH:5][cH:6][cH:7]1)(=[O:8])[Cl:9].[CH2:11]([CH3:12])[O:13][C:14]([CH:15]([CH2:16][c:17]1[cH:18][c:19]([CH:22]2[NH:23][CH2:24][CH2:25][CH2:26]2)[n:20][o:21]1)[NH:27][C:28](=[O:29])[O:30][CH2:31][CH:32]=[CH2:33])=[O:34].[CH3:44][CH2:45][O:46][C:47](=[O:48])[CH3:49].[Cl:41][CH2:42][Cl:43].[ClH:10].[cH:35]1[cH:36][cH:37][n:38][cH:39][cH:40]1>>[C:1]([c:2]1[cH:3][cH:4][cH:5][cH:6][cH:7]1)(=[O:8])[N:23]1[CH:22]([c:19]2[cH:18][c:17]([CH2:16][CH:15]([C:14]([O:13][CH2:11][CH3:12])=[O:34])[NH:27][C:28](=[O:29])[O:30][CH2:31][CH:32]=[CH2:33])[o:21][n:20]2)[CH2:26][CH2:25][CH2:24]1.